From a dataset of the Open Reaction Database (ORD), a public repository of structured organic reaction records. describe an organic reaction: reactants, conditions, products, and yield Starting materials: C1(=CC=CC=C1)C(C)(C)O (2-phenyl-2-propanol), ice water, O (water), S(O)(O)(=O)=O (sulfuric acid), FC1=C(N)C=C(C=C1)S (2-fluoro-5-mercaptoaniline). The solvent is O1CCCC1 (tetrahydrofuran). Yields the product FC1=C(N)C=C(C=C1)SC(C)(C1=CC=CC=C1)C (2-Fluoro-5-(1-methyl-1-phenylethylthio)aniline). The yield is 45.9%. Reaction SMILES: O.S(=O)(=O)(O)O.[F:7][C:8]1[CH:14]=[CH:13][C:12]([SH:15])=[CH:11][C:9]=1[NH2:10].[C:16]1([C:22](O)([CH3:24])[CH3:23])[CH:21]=[CH:20][CH:19]=[CH:18][CH:17]=1>O1CCCC1>[F:7][C:8]1[CH:14]=[CH:13][C:12]([S:15][C:22]([CH3:24])([C:16]2[CH:21]=[CH:20][CH:19]=[CH:18][CH:17]=2)[CH3:23])=[CH:11][C:9]=1[NH2:10]. Procedure details: To a mixture of water (10 mL) and concentrated sulfuric acid (10 mL) were added 2-fluoro-5-mercaptoaniline (1.85 g) and a solution of 2-phenyl-2-propanol (1.76 g) in tetrahydrofuran (10 mL) successively at room temperature, and the mixture was stirred at room temperature for 1 hour. The reaction mixture was poured into ice water, and the resulting mixture was extracted with ethyl acetate. The extract was washed with water, a saturated aqueous sodium hydrogen carbonate solution and brine successi... Starting materials: ClC=1C=CC=2N(N1)C(=CN2)C(O)C2=CC1=CN(N=C1C=C2)COCC[Si](C)(C)C ((rac)-(6-Chloro-imidazo[1,2-b]pyridazin-3-yl)-[2-(2-trimethylsilanyl-ethoxymethyl)-2H-indazol-5-yl]-methanol), CN1N=CC(=C1)B1OC(C(O1)(C)C)(C)C (1-Methyl-4-(4,4,5,5-tetramethyl-[1,3,2]dioxaborolan-2-yl)-1H -pyrazole), C(=O)([O-])[O-].[Na+].[Na+] (Na2CO3). Reagents/catalysts: Cl[Pd]([P](C1=CC=CC=C1)(C2=CC=CC=C2)C3=CC=CC=C3)([P](C4=CC=CC=C4)(C5=CC=CC=C5)C6=CC=CC=C6)Cl (PdCl2(PPh3)2). Run in COCCOC (DME). The product is CN1N=CC(=C1)C=1C=CC=2N(N1)C(=CN2)C(O)C2=CC1=CN(N=C1C=C2)COCC[Si](C)(C)C ((rac)-[6-(1-Methyl-1H-pyrazol-4-yl)-imidazo[1,2-b]pyridazin-3-yl]-[2-(2-trimethylsilanyl-ethoxymethyl)-2H-indazol-5-yl]-methanol). Reaction SMILES: Cl[C:2]1[CH:3]=[CH:4][C:5]2[N:6]([C:8]([CH:11]([C:13]3[CH:21]=[CH:20][C:19]4[C:15](=[CH:16][N:17]([CH2:22][O:23][CH2:24][CH2:25][Si:26]([CH3:29])([CH3:28])[CH3:27])[N:18]=4)[CH:14]=3)[OH:12])=[CH:9][N:10]=2)[N:7]=1.[CH3:30][N:31]1[CH:35]=[C:34](B2OC(C)(C)C(C)(C)O2)[CH:33]=[N:32]1.C([O-])([O-])=O.[Na+].[Na+]>Cl[Pd](Cl)([P](C1C=CC=CC=1)(C1C=CC=CC=1)C1C=CC=CC=1)[P](C1C=CC=CC=1)(C1C=CC=CC=1)C1C=CC=CC=1.COCCOC>[CH3:30][N:31]1[CH:35]=[C:34]([C:2]2[CH:3]=[CH:4][C:5]3[N:6]([C:8]([CH:11]([C:13]4[CH:21]=[CH:20][C:19]5[C:15](=[CH:16][N:17]([CH2:22][O:23][CH2:24][CH2:25][Si:26]([CH3:28])([CH3:29])[CH3:27])[N:18]=5)[CH:14]=4)[OH:12])=[CH:9][N:10]=3)[N:7]=2)[CH:33]=[N:32]1 |f:2.3.4,^1:53,72|. Procedure: (rac)-(6-Chloro-imidazo[1,2-b]pyridazin-3-yl)-[2-(2-trimethylsilanyl-ethoxymethyl)-2H-indazol-5-yl]-methanol (Stage 150.3, 134 mg, 0.296 mmol) was charged into a microwave vial together with DME (2 mL), 1-Methyl-4-(4,4,5,5-tetramethyl-[1,3,2]dioxaborolan-2-yl)-1H -pyrazole (173 mg, 0.815 mmol), followed by 2 M Na2CO3 (0.300 mL) and PdCl2(PPh3)2 (20 mg). The RM was submitted to microwave irradiation at 150° C. for 30 min. After filtration and evaporation of the solvent, the residue was taken into...